Task: describe an organic reaction: reactants, conditions, products, and yield. Dataset: the Open Reaction Database (ORD), a public repository of structured organic reaction records Reactants: O([Si](C)(C)C(C)(C)C)C=1C=CC=2C[C@@H]3[C@@H]4C=CC(C5[C@@]4(C2C1O5)CCN3CCCNC=NN)O[Si](C)(C)C(C)(C)C (3,6-bis(t-butyldimethylsiloxy)-7,8-didehydro-4,5-epoxy-17-(N-aminoiminomethyl-aminopropyl)morphinan), C(C)#N (acetonitrile). Solvent: O1CCCC1 (tetrahydrofuran). Product: O1C2=C(C=CC=3C[C@@H]4[C@@H]5C=C[C@@H]([C@H]1[C@@]5(C23)CCN4CCCNC=NN)O)O ((5α,6α)-7,8-didehydro-4,5-epoxy-17-(N-aminoiminomethylaminopropyl)morphinan-3,6-diol). Yield: 73.0%. As a reaction SMILES: [O:1]([C:9]1[CH:10]=[CH:11][C:12]2[CH2:13][C@H:14]3[N:26]([CH2:27][CH2:28][CH2:29][NH:30][CH:31]=[N:32][NH2:33])[CH2:25][CH2:24][C@:20]45[C:21]=2[C:22]=1[O:23][CH:19]4[CH:18]([O:34][Si](C(C)(C)C)(C)C)[CH:17]=[CH:16][C@@H:15]35)[Si](C(C)(C)C)(C)C.C(#N)C>O1CCCC1>[O:23]1[C@@H:19]2[C@@:20]34[CH2:24][CH2:25][N:26]([CH2:27][CH2:28][CH2:29][NH:30][CH:31]=[N:32][NH2:33])[C@@H:14]([C@@H:15]3[CH:16]=[CH:17][C@@H:18]2[OH:34])[CH2:13][C:12]2=[C:21]4[C:22]1=[C:9]([OH:1])[CH:10]=[CH:11]2. Procedure: 3,6-bis(t-butyldimethylsiloxy)-7,8-didehydro-4,5-epoxy-17-(N-aminoiminomethyl-aminopropyl)morphinan was deprotected using 40% HF in a 10:1 mixture of acetonitrile and tetrahydrofuran as described before. The precipitate was filtered and washed with acetonitrile, methylenechloride followed by methanol. KRS-2-47 was obtained as a white powder in 73% yield (70 mg). Starting materials: C1CC(OCC2CC2)CCN1, O=C1COc2c(F)ccc(F)c2N1CCCCl, [K+], [K+], O=C([O-])[O-]. The product is O=C1COc2c(F)ccc(F)c2N1CCCN1CCC(OCC2CC2)CC1. RXN SMILES: [CH:1]1([CH2:4][O:5][CH:6]2[CH2:7][CH2:8][NH:9][CH2:10][CH2:11]2)[CH2:2][CH2:3]1.[Cl:12][CH2:13][CH2:14][CH2:15][N:16]1[C:17](=[O:28])[CH2:18][O:19][c:20]2[c:21]1[c:22]([F:27])[cH:23][cH:24][c:25]2[F:26].[K+:29].[K+:30].[O-:31][C:32]([O-:33])=[O:34]>>[CH:1]1([CH2:4][O:5][CH:6]2[CH2:7][CH2:8][N:9]([CH2:13][CH2:14][CH2:15][N:16]3[C:17](=[O:28])[CH2:18][O:19][c:20]4[c:21]3[c:22]([F:27])[cH:23][cH:24][c:25]4[F:26])[CH2:10][CH2:11]2)[CH2:2][CH2:3]1. Starting materials: CC1(OC(CC(O1)=O)=O)C (2,2-dimethyl-[1,3]dioxane-4,6-dione), N1=CC=CC=C1 (pyridine), C(C1=CC=CC=C1)OC(=O)N1CCC(CC1)C(=O)O (piperidine-1,4-dicarboxylic acid monobenzyl ester). Solvent: O=S(Cl)Cl (SOCl2), C(Cl)Cl (DCM), CS(=O)C.O (DMSO water). Product: C(C1=CC=CC=C1)OC(=O)N1CCC(CC1)C(C)=O (4-acetylpiperidine-1-carboxylic acid benzyl ester). Reaction SMILES: [CH2:1]([O:8][C:9]([N:11]1[CH2:16][CH2:15][CH:14]([C:17]([OH:19])=O)[CH2:13][CH2:12]1)=[O:10])[C:2]1[CH:7]=[CH:6][CH:5]=[CH:4][CH:3]=1.[CH3:20]C1(C)OC(=O)CC(=O)O1.N1C=CC=CC=1>C(Cl)Cl.O=S(Cl)Cl.CS(C)=O.O>[CH2:1]([O:8][C:9]([N:11]1[CH2:12][CH2:13][CH:14]([C:17](=[O:19])[CH3:20])[CH2:15][CH2:16]1)=[O:10])[C:2]1[CH:3]=[CH:4][CH:5]=[CH:6][CH:7]=1 |f:5.6|. Procedure: 5.0 g (19.0 mmol) piperidine-1,4-dicarboxylic acid monobenzyl ester were dissolved in 200 ml DCM and 4.16 ml SOCl2. After heating 2 h to reflux the volatile components were removed under reduced pressure. The residue was dissolved in 200 ml DCM and 3.29 g (22.8 mmol) 2,2-dimethyl-[1,3]dioxane-4,6-dione as well as 4.6 ml (57 mmol) pyridine were added. The reaction mixture was stirred at room temperature over night, washed twice with 1 N aqueous HCl and brine, dried over Na2SO4 and concentrated un... Starting materials: Cl.OC1(COC2=C(OC1)C=CC=C2)CN (3-hydroxy-3-aminomethyl-3,4-dihydro-2H-1,5-benzodioxepin hydrochloride), Cl.OC1(COC2=C(OC1)C=CC=C2)C(C)N (3-hydroxy-3-(1-aminoethyl)-3,4-dihydro-2H-1,5-benzodioxepin hydrochloride). The product is Cl.OC1(COC2=C(OC1)C=CC=C2)C(C)NC(C)C (3-hydroxy-3-(1-isopropylaminoethyl)-3,4-dihydro-2H-1,5-benzodioxepin hydrochloride). RXN SMILES: [ClH:1].O[C:3]1(CN)[CH2:9]OC2C=CC=CC=2O[CH2:4]1.Cl.[OH:17][C:18]1([CH:29]([NH2:31])[CH3:30])[CH2:24][O:23][C:22]2[CH:25]=[CH:26][CH:27]=[CH:28][C:21]=2[O:20][CH2:19]1>>[ClH:1].[OH:17][C:18]1([CH:29]([NH:31][CH:3]([CH3:9])[CH3:4])[CH3:30])[CH2:19][O:20][C:21]2[CH:28]=[CH:27][CH:26]=[CH:25][C:22]=2[O:23][CH2:24]1 |f:0.1,2.3,4.5|. Reported procedure: By replacing the 3-hydroxy-3-aminomethyl-3,4-dihydro-2H-1,5-benzodioxepin hydrochloride employed in Step F of Example 1 by an equivalent quantity of 3-hydroxy-3-(1-aminoethyl)-3,4-dihydro-2H-1,5-benzodioxepin hydrochloride and employing the same reaction conditions called for in Example 1, Step F, there is obtained 3-hydroxy-3-(1-isopropylaminoethyl)-3,4-dihydro-2H-1,5-benzodioxepin hydrochloride, M.P. 206°-211° C. It was purified by recrystallization from ethanol giving a product of M.P. 215°-7... Reactants: C[Si](C)(C)[N-][Si](C)(C)C, COC[P+](c1ccccc1)(c1ccccc1)c1ccccc1, [Cl-], Cl, [Li+], CC(C)(C=O)C1=CCOCC1, C1CCOC1, O. The product is CC(C)(CC=O)C1=CCOCC1. RXN SMILES: [CH3:25][Si:26]([N-:27][Si:28]([CH3:29])([CH3:30])[CH3:31])([CH3:32])[CH3:33].[CH3:2][O:3][CH2:4][P+:5]([c:6]1[cH:7][cH:8][cH:9][cH:10][cH:11]1)([c:12]1[cH:13][cH:14][cH:15][cH:16][cH:17]1)[c:18]1[cH:19][cH:20][cH:21][cH:22][cH:23]1.[Cl-:1].[ClH:45].[Li+:24].[O:34]1[CH2:35][CH2:36][C:37]([C:40]([CH:41]=[O:42])([CH3:43])[CH3:44])=[CH:38][CH2:39]1.[O:46]1[CH2:47][CH2:48][CH2:49][CH2:50]1.[OH2:51]>>[CH:2](=[O:3])[CH2:41][C:40]([C:37]1=[CH:38][CH2:39][O:34][CH2:35][CH2:36]1)([CH3:43])[CH3:44]. Starting materials: Cc1ccccc1, O=c1[nH]c(=O)n(C2CC(O)C(CCl)O2)cc1C=CBr, CI, [K+], C1COCCO1, [OH-], O. Yields the product COC1CC(n2cc(C=CBr)c(=O)[nH]c2=O)OC1CCl. RXN SMILES: [CH3:20][c:21]1[cH:22][cH:23][cH:24][cH:25][cH:26]1.[Cl:1][CH2:2][CH:3]1[CH:4]([OH:19])[CH2:5][CH:6]([n:8]2[c:9](=[O:10])[nH:11][c:12](=[O:13])[c:14]([CH:16]=[CH:17][Br:18])[cH:15]2)[O:7]1.[I:29][CH3:30].[K+:28].[O:31]1[CH2:32][CH2:33][O:34][CH2:35][CH2:36]1.[OH-:27].[OH2:37]>>[Cl:1][CH2:2][CH:3]1[CH:4]([O:19][CH3:20])[CH2:5][CH:6]([n:8]2[c:9](=[O:10])[nH:11][c:12](=[O:13])[c:14]([CH:16]=[CH:17][Br:18])[cH:15]2)[O:7]1. Run in C1CCOC1 (THF), C1CCOC1 (THF). As a reaction SMILES: [Cl:1][C:2]1[CH:20]=[CH:19][C:5]([O:6][C:7]2[S:8][C:9](/[CH:12]=[CH:13]/[C:14]([O:16]CC)=[O:15])=[CH:10][N:11]=2)=[CH:4][CH:3]=1.[Li+].[OH-]>C1COCC1>[Cl:1][C:2]1[CH:3]=[CH:4][C:5]([O:6][C:7]2[S:8][C:9](/[CH:12]=[CH:13]/[C:14]([OH:16])=[O:15])=[CH:10][N:11]=2)=[CH:19][CH:20]=1 |f:1.2|. Yields the product ClC1=CC=C(OC=2SC(=CN2)/C=C/C(=O)O)C=C1 (trans-3-(2-(4-chlorophenoxy)-5-thiazolyl)propenoic acid). Starting materials: ClC1=CC=C(OC=2SC(=CN2)/C=C/C(=O)OCC)C=C1 (ethyl trans-3-(2-(4-chlorophenoxy)-5-thiazolyl)propenoate), [Li+].[OH-] (LiOH). Procedure: A solution of ethyl trans-3-(2-(4-chlorophenoxy)-5-thiazolyl)propenoate from above in 1:1 1N LiOH:THF (120 mL) was heated at 50° C. for 5 hrs. It was then cooled to r.t. and the THF was stripped off. The aqueous residue was poured into 1:1 ice:conc. HCl (100 mL), the precipitate was collected, taken up in ethylacetate(150 mL), dried with MgSO4 and concentrated to afford trans-3-(2-(4-chlorophenoxy)-5-thiazolyl)propenoic acid as an off-white solid.